From a dataset of the Open Reaction Database (ORD), a public repository of structured organic reaction records. describe an organic reaction: reactants, conditions, products, and yield The reactants are ClC1=CC=C(C=C1)C1=C(C=CC=C1)[C@@H](C1CCN(CC1)C1=CC=C(C(=O)O)C=C1)OP(=O)(OC)OC ((R)-4-(4-((4′-chlorobiphenyl-2-yl)(dimethoxyphosphoryloxy)methyl)piperidin-1-yl)benzoic acid), ClC1=CC=C(C=C1)C1=C(C=CC=C1)[C@@H](C1CCN(CC1)C1=CC=C(C(=O)O)C=C1)OP(=O)(OC)OC ((R)-4-(4-((4′-chlorobiphenyl-2-yl)(dimethoxyphosphoryloxy)methyl)piperidin-1-yl)benzoic acid), O1CCN(CC1)CC[C@H](CSC1=CC=CC=C1)NC1=C(C=C(C=C1)S(=O)(=O)N)S(=O)(=O)C(F)(F)F ((R)-4-(4-morpholino-1-(phenylthio)butan-2-ylamino)-3-(trifluoromethylsulfonyl)benzenesulfonamide), O1CCN(CC1)CC[C@H](CSC1=CC=CC=C1)NC1=C(C=C(C=C1)S(=O)(=O)N)S(=O)(=O)C(F)(F)F ((R)-4-(4-morpholino-1-(phenylthio)butan-2-ylamino)-3-(trifluoromethylsulfonyl)benzenesulfonamide), TEA. The solvent is ClCCCl (DCE), C(CCl)Cl (EDC). Reaction conditions: time 4 day. The product is Cl.P(=O)(O[C@H](C1CCN(CC1)C1=CC=C(C=C1)C(NS(=O)(=O)C1=CC(=C(C=C1)N[C@@H](CSC1=CC=CC=C1)CCN1CCOCC1)S(=O)(=O)C(F)(F)F)=O)C1=C(C=CC=C1)C1=CC=C(C=C1)Cl)(OC)O ((R)-(4′-chlorobiphenyl-2-yl)(1-(4-(4-((R)-4-morpholino-1-(phenylthio)butan-2-ylamino)-3-(trifluoromethylsulfonyl)phenylsulfonylcarbamoyl)phenyl)piperidin-4-yl)methyl methyl hydrogen phosphate, hydrochloride salt). Reaction SMILES: [Cl:1][C:2]1[CH:7]=[CH:6][C:5]([C:8]2[CH:13]=[CH:12][CH:11]=[CH:10][C:9]=2[C@H:14]([O:30][P:31]([O:35][CH3:36])([O:33]C)=[O:32])[CH:15]2[CH2:20][CH2:19][N:18]([C:21]3[CH:29]=[CH:28][C:24]([C:25](O)=[O:26])=[CH:23][CH:22]=3)[CH2:17][CH2:16]2)=[CH:4][CH:3]=1.[O:37]1[CH2:42][CH2:41][N:40]([CH2:43][CH2:44][C@@H:45]([NH:54][C:55]2[CH:60]=[CH:59][C:58]([S:61]([NH2:64])(=[O:63])=[O:62])=[CH:57][C:56]=2[S:65]([C:68]([F:71])([F:70])[F:69])(=[O:67])=[O:66])[CH2:46][S:47][C:48]2[CH:53]=[CH:52][CH:51]=[CH:50][CH:49]=2)[CH2:39][CH2:38]1>ClCCCl>[ClH:1].[P:31]([OH:33])([O:35][CH3:36])([O:30][C@@H:14]([C:9]1[CH:10]=[CH:11][CH:12]=[CH:13][C:8]=1[C:5]1[CH:4]=[CH:3][C:2]([Cl:1])=[CH:7][CH:6]=1)[CH:15]1[CH2:16][CH2:17][N:18]([C:21]2[CH:22]=[CH:23][C:24]([C:25](=[O:26])[NH:64][S:61]([C:58]3[CH:59]=[CH:60][C:55]([NH:54][C@H:45]([CH2:44][CH2:43][N:40]4[CH2:41][CH2:42][O:37][CH2:38][CH2:39]4)[CH2:46][S:47][C:48]4[CH:53]=[CH:52][CH:51]=[CH:50][CH:49]=4)=[C:56]([S:65]([C:68]([F:70])([F:71])[F:69])(=[O:67])=[O:66])[CH:57]=3)(=[O:62])=[O:63])=[CH:28][CH:29]=2)[CH2:19][CH2:20]1)=[O:32] |f:3.4|. Procedure details: A mixture of (R)-4-(4-((4′-chlorobiphenyl-2-yl)(dimethoxyphosphoryloxy)methyl)piperidin-1-yl)benzoic acid (INTERMEDIATE 122, 57.4 mg, 0.11 mmol), (R)-4-(4-morpholino-1-(phenylthio)butan-2-ylamino)-3-(trifluoromethylsulfonyl)benzenesulfonamide (INTERMEDIATE 69, 60 mg, 0.11 mmol), EDC (41.6 mg, 0.22 mmol), TEA (0.03 ml, 0.22 mmol), and DCE (2 ml) were stirred at r.t. for 4 days. The volatiles were removed under reduced pressure and the concentrate was purified by reverse phase HPLC according to th... Product: Nc1ccc(S(=O)(=O)Nc2nccs2)cn1. The reactants are CCO, O=S(=O)(Nc1nccs1)c1ccc(Cl)nc1, [NH4+], [OH-]. As a reaction SMILES: [CH3:19][CH2:20][OH:21].[Cl:1][c:2]1[cH:3][cH:4][c:5]([S:8](=[O:9])(=[O:10])[NH:11][c:12]2[s:13][cH:14][cH:15][n:16]2)[cH:6][n:7]1.[NH4+:17].[OH-:18]>>[c:2]1([NH2:17])[cH:3][cH:4][c:5]([S:8](=[O:9])(=[O:10])[NH:11][c:12]2[s:13][cH:14][cH:15][n:16]2)[cH:6][n:7]1. The reactants are BrC1=NC=C(C=C1)C (2-bromo-5-methyl-pyridine), COC(C1=CC(=CC(=C1)B1OC(C(O1)(C)C)(C)C)Br)=O (3-bromo-5-(4,4,5,5-tetramethyl-[1,3,2]dioxaborolan-2-yl)-benzoic acid methyl ester), [O-]P(=O)([O-])[O-].[K+].[K+].[K+] (K3PO4). The reagents and catalysts are C1(=CC=CC=C1)P(C1=CC=CC=C1)C1=CC=CC=C1.C1(=CC=CC=C1)P(C1=CC=CC=C1)C1=CC=CC=C1.C1(=CC=CC=C1)P(C1=CC=CC=C1)C1=CC=CC=C1.C1(=CC=CC=C1)P(C1=CC=CC=C1)C1=CC=CC=C1.[Pd] (palladium tetrakis(triphenylphosphine)). Solvent: COCCOC (DME), O (water). Conditions: temperature 60 celsius, time 30 minute. Product: COC(C1=CC(=CC(=C1)C1=NC=C(C=C1)C)Br)=O (3-bromo-5-(5-methyl-pyridin-2-yl)-benzoic acid methyl ester). The yield is 51.2%. As a reaction SMILES: Br[C:2]1[CH:7]=[CH:6][C:5]([CH3:8])=[CH:4][N:3]=1.[CH3:9][O:10][C:11](=[O:28])[C:12]1[CH:17]=[C:16](B2OC(C)(C)C(C)(C)O2)[CH:15]=[C:14]([Br:27])[CH:13]=1.[O-]P([O-])([O-])=O.[K+].[K+].[K+]>COCCOC.O.C1(P(C2C=CC=CC=2)C2C=CC=CC=2)C=CC=CC=1.C1(P(C2C=CC=CC=2)C2C=CC=CC=2)C=CC=CC=1.C1(P(C2C=CC=CC=2)C2C=CC=CC=2)C=CC=CC=1.C1(P(C2C=CC=CC=2)C2C=CC=CC=2)C=CC=CC=1.[Pd]>[CH3:9][O:10][C:11](=[O:28])[C:12]1[CH:17]=[C:16]([C:2]2[CH:7]=[CH:6][C:5]([CH3:8])=[CH:4][N:3]=2)[CH:15]=[C:14]([Br:27])[CH:13]=1 |f:2.3.4.5,8.9.10.11.12|. Procedure details: A mixture of 2-bromo-5-methyl-pyridine (10.27 g, 59.68 mmol) and palladium tetrakis(triphenylphosphine) (1.88 g, 1.65 mmol) in 300 mL DME was stirred at 60° C. under nitrogen for 30 minutes. To this mixture was added 3-bromo-5-(4,4,5,5-tetramethyl-[1,3,2]dioxaborolan-2-yl)-benzoic acid methyl ester (18.5 g, 54.25 mmol), followed by K3PO4 23.03 g, 108.5 mmol) in 40 mL water. The mixture was refluxed for eight hours, then cooled to room temperature and partitioned between water and EtOAc. The comb... Reported procedure: A solution of 3-chloro-5-cyanophenol (1-4; 218 mg; 1.41 mmol) and 3-chloro-2,5,6-trifluoropyridine (1-5; 250 mg; 1.49 mmol) in anhydrous DMF (2 mL) was cooled to −40° C. under a nitrogen atmosphere. The reaction mixture was then treated with 260 mg (1.94 mmol) of anhydrous potassium carbonate added in one portion, and the reaction mixture was vigorously stirred and allowed to warm to room temperature slowly over 90 minutes. The reaction mixture was then stirred for another hour at room temperatu... Solvent: CN(C)C=O (DMF). The reactants are O (water), ClC=1C=C(C=C(C1)C#N)O (3-chloro-5-cyanophenol), ClC=1C(=NC(=C(C1)F)F)F (3-chloro-2,5,6-trifluoropyridine), C([O-])([O-])=O.[K+].[K+] (potassium carbonate). As a reaction SMILES: [Cl:1][C:2]1[CH:3]=[C:4]([OH:10])[CH:5]=[C:6]([C:8]#[N:9])[CH:7]=1.[Cl:11][C:12]1[C:13]([F:20])=[N:14][C:15](F)=[C:16]([F:18])[CH:17]=1.C(=O)([O-])[O-].[K+].[K+].O>CN(C=O)C>[Cl:1][C:2]1[CH:7]=[C:6]([CH:5]=[C:4]([O:10][C:15]2[C:16]([F:18])=[CH:17][C:12]([Cl:11])=[C:13]([F:20])[N:14]=2)[CH:3]=1)[C:8]#[N:9] |f:2.3.4|. Yields the product ClC=1C=C(C#N)C=C(C1)OC1=NC(=C(C=C1F)Cl)F (3-chloro-5-[(5-chloro-3,6-difluoropyridin-2-yl)oxy]benzonitrile). Starting materials: IC1=CC=C(C(=O)Cl)C=C1 (p-Iodobenzoyl chloride), ClC1=CC=C(C=C1)C1=CC=CC=C1 (4-chlorobiphenyl). The product is IC1=CC=C(C=C1)C(=O)C1=CC=C(C=C1)C1=CC=C(C=C1)Cl (4'-chloro-4-biphenylyl p-iodophenyl ketone). Reaction SMILES: [I:1][C:2]1[CH:10]=[CH:9][C:5]([C:6](Cl)=[O:7])=[CH:4][CH:3]=1.[Cl:11][C:12]1[CH:17]=[CH:16][C:15]([C:18]2[CH:23]=[CH:22][CH:21]=[CH:20][CH:19]=2)=[CH:14][CH:13]=1>>[I:1][C:2]1[CH:10]=[CH:9][C:5]([C:6]([C:21]2[CH:20]=[CH:19][C:18]([C:15]3[CH:14]=[CH:13][C:12]([Cl:11])=[CH:17][CH:16]=3)=[CH:23][CH:22]=2)=[O:7])=[CH:4][CH:3]=1. Procedure details: p-Iodobenzoyl chloride was reacted with 4-chlorobiphenyl by the method of Example 6 to give 4'-chloro-4-biphenylyl p-iodophenyl ketone, m.p. 218°C after recrystallisation from benzene. Starting materials: CO, CCc1[nH]c(C(=O)Nc2ccc(-c3nc(C(=O)OC)co3)cc2)nc1Cl, [Li+], C1CCOC1, [OH-]. The product is CCc1[nH]c(C(=O)Nc2ccc(-c3nc(C(=O)O)co3)cc2)nc1Cl. As a reaction SMILES: [CH3:29][OH:30].[Cl:1][c:2]1[n:3][c:4]([C:9](=[O:10])[NH:11][c:12]2[cH:13][cH:14][c:15](-[c:18]3[o:19][cH:20][c:21]([C:23](=[O:24])[O:25][CH3:26])[n:22]3)[cH:16][cH:17]2)[nH:5][c:6]1[CH2:7][CH3:8].[Li+:27].[O:31]1[CH2:32][CH2:33][CH2:34][CH2:35]1.[OH-:28]>>[Cl:1][c:2]1[n:3][c:4]([C:9](=[O:10])[NH:11][c:12]2[cH:13][cH:14][c:15](-[c:18]3[o:19][cH:20][c:21]([C:23](=[O:24])[OH:25])[n:22]3)[cH:16][cH:17]2)[nH:5][c:6]1[CH2:7][CH3:8]. The reactants are C(C)OCC (diethyl ether), IC(=O)C1=CC(OC)=C(O)C=C1 (iodovanillin), IC (iodomethane), C([O-])([O-])=O.[K+].[K+] (potassium carbonate). Run in CN(C=O)C (dimethylformamide). Yields the product IC=1C=C(C=O)C=C(C1OC)OC (3-iodo-4,5-dimethoxybenzaldehyde). Yield: 90.5%. Reaction SMILES: I[C:2]([C:4]1[CH:12]=C[C:9]([OH:10])=[C:6]([O:7][CH3:8])[CH:5]=1)=[O:3].[C:13](=O)([O-])[O-].[K+].[K+].[I:19][CH3:20].C(OCC)C>CN(C)C=O>[I:19][C:20]1[CH:12]=[C:4]([CH:5]=[C:6]([O:7][CH3:8])[C:9]=1[O:10][CH3:13])[CH:2]=[O:3] |f:1.2.3|. Procedure: To a stirred, cooled (0° C.) solution of iodovanillin (10.0 g, 35.96 mmol.) in dimethylformamide (50 mL) was added anhydrous potassium carbonate (20.0 g, 143.86 mmol.) followed by iodomethane (3.11 mL, 50.0 mmol.). The mixture was allowed to warm to ambient temperature and stir for 14 H. The mixture was poured into diethyl ether (500 mL) and washed with water (3×150 mL). The organic phase was dried over MgSO4 and concentrated under reduced pressure to afford 3-iodo-4,5-dimethoxybenzaldehyde (9.5...